This data is from the Open Reaction Database (ORD), a public repository of structured organic reaction records. The task is: describe an organic reaction: reactants, conditions, products, and yield Yields the product Fc1ccc(-n2ccc3cnccc32)cc1. Reaction SMILES: [F:10][c:11]1[cH:12][cH:13][c:14]([I:17])[cH:15][cH:16]1.[nH:1]1[cH:2][cH:3][c:4]2[cH:5][n:6][cH:7][cH:8][c:9]12>>[n:1]1(-[c:14]2[cH:13][cH:12][c:11]([F:10])[cH:16][cH:15]2)[cH:2][cH:3][c:4]2[cH:5][n:6][cH:7][cH:8][c:9]12. Starting materials: Fc1ccc(I)cc1, c1cc2[nH]ccc2cn1. Reactants: COC(=O)C1CCCN1C(=O)CNC(=O)OC(C)(C)C, Cl, C1COCCO1. RXN SMILES: [CH3:1][O:2][C:3]([CH:4]1[N:5]([C:9]([CH2:10][NH:11][C:12]([O:13][C:14]([CH3:15])([CH3:16])[CH3:17])=[O:18])=[O:19])[CH2:6][CH2:7][CH2:8]1)=[O:20].[ClH:27].[O:21]1[CH2:22][CH2:23][O:24][CH2:25][CH2:26]1>>[CH3:1][O:2][C:3]([CH:4]1[N:5]([C:9]([CH2:10][NH2:11])=[O:19])[CH2:6][CH2:7][CH2:8]1)=[O:20].[ClH:27]. Yields the product COC(=O)C1CCCN1C(=O)CN, Cl.